This data is from the Open Reaction Database (ORD), a public repository of structured organic reaction records. The task is: describe an organic reaction: reactants, conditions, products, and yield The reactants are FC1=CC(=CC=2OC(COC21)COS(=O)(=O)C2=CC=C(C=C2)C)S(=O)(=O)C ([5-fluoro-7-(methylsulfonyl)-2,3-dihydro-1,4-benzodioxin-2-yl]methyl-4-methylbenzenesulfonate), ( 6 ), ( 6 ), C(CCC)N (butan-1-amine), ( 7 ). Solvent: C(C)#N (ACN). The product is FC1=CC(=CC=2OC(COC21)CNCCCC)S(=O)(=O)C (N-{[5-FLUORO-7-(METHYLSULFONYL)-2,3-DIHYDRO-1,4-BENZODIOXIN-2-YL]METHYL}BUTAN-1-AMINE). As a reaction SMILES: [F:1][C:2]1[C:11]2[O:10][CH2:9][CH:8]([CH2:12]OS(C3C=CC(C)=CC=3)(=O)=O)[O:7][C:6]=2[CH:5]=[C:4]([S:24]([CH3:27])(=[O:26])=[O:25])[CH:3]=1.[CH2:28]([NH2:32])[CH2:29][CH2:30][CH3:31]>C(#N)C>[F:1][C:2]1[C:11]2[O:10][CH2:9][CH:8]([CH2:12][NH:32][CH2:28][CH2:29][CH2:30][CH3:31])[O:7][C:6]=2[CH:5]=[C:4]([S:24]([CH3:27])(=[O:25])=[O:26])[CH:3]=1. Reported procedure: Preparation according to Example 42 using [5-fluoro-7-(methylsulfonyl)-2,3-dihydro-1,4-benzodioxin-2-yl]methyl-4-methylbenzenesulfonate (0.005 g, 0.012 mmol), butan-1-amine (0.5 ml), ACN (2.5 ml). MS m/z (rel. intensity, 70 eV) 317 (M+, 2), 274 (7), 87 (6), 86 (bp), 70 (6). Starting materials: NC1=NC=C(C(=C1N)N[C@H]1[C@H]([C@@H]2C=C[C@H]1C2)C(=O)N)Br ((1S,2S,3R,4R)-3-(2,3-Diamino-5-bromo-pyridin-4-ylamino)-bicyclo[2.2.1]hept-5-ene-2-carboxylic acid amide), N1(CCOCC1)C=1C=C(C=O)C=CC1 (3-morpholin-4-yl-benzaldehyde). Yields the product BrC=1C(=C2C(=NC1)NC(=N2)C2=CC(=CC=C2)N2CCOCC2)N[C@H]2[C@H]([C@@H]1C=C[C@H]2C1)C(=O)N ((1S,2S,3R,4R)-3-[6-Bromo-2-(3-morpholin-4-yl-phenyl)-3H-imidazo[4,5-b]pyridin-7-ylamino]-bicyclo[2.2.1]hept-5-ene-2-carboxylic acid amide). Yield: 89.8%. RXN SMILES: [NH2:1][C:2]1[C:7]([NH2:8])=[C:6]([NH:9][C@@H:10]2[C@@H:15]3[CH2:16][C@@H:12]([CH:13]=[CH:14]3)[C@@H:11]2[C:17]([NH2:19])=[O:18])[C:5]([Br:20])=[CH:4][N:3]=1.[N:21]1([C:27]2[CH:28]=[C:29]([CH:32]=[CH:33][CH:34]=2)[CH:30]=O)[CH2:26][CH2:25][O:24][CH2:23][CH2:22]1>>[Br:20][C:5]1[C:6]([NH:9][C@@H:10]2[C@@H:15]3[CH2:16][C@@H:12]([CH:13]=[CH:14]3)[C@@H:11]2[C:17]([NH2:19])=[O:18])=[C:7]2[N:8]=[C:30]([C:29]3[CH:32]=[CH:33][CH:34]=[C:27]([N:21]4[CH2:26][CH2:25][O:24][CH2:23][CH2:22]4)[CH:28]=3)[NH:1][C:2]2=[N:3][CH:4]=1. Procedure: In a similar fashion to Compound LXXVI, (1S,2S,3R,4R)-3-(2,3-Diamino-5-bromo-pyridin-4-ylamino)-bicyclo[2.2.1]hept-5-ene-2-carboxylic acid amide (40.0 mg, 0.118 mmol) and 3-morpholin-4-yl-benzaldehyde (24.9 mg, 0.130 mmol) were reacted to produce 54 mg (90%) of the title compound. mp: 232-234° C., 1H NMR (300 MHz, DMSO-d6): 12.90 (s, 1H), 8.24 (s, 1H), 8.19 (s, 1H), 7.97 (s, 1H), 7.92 (s, 1H), 7.66 (s, 1H), 6.95 (d, J=8 Hz, 1H), 6.41 (br s, 1H), 6.31 (br s, 1H), 5.17 (t, J=8 Hz, 1H), 3.93 (s, 3H...